Dataset: the Open Reaction Database (ORD), a public repository of structured organic reaction records. Task: describe an organic reaction: reactants, conditions, products, and yield The reactants are IC=1C=C(C(=NC1OC)N)[N+](=O)[O-] (5-iodo-6-methoxy-3-nitro-2-pyridineamine), CB1OB(OB(O1)C)C (trimethylboroxin), C([O-])([O-])=O.[Cs+].[Cs+] (cesium carbonate), CN(C=O)C (N,N-dimethylformamide), CB1OB(OB(O1)C)C (trimethylboroxin). The reagents and catalysts are C=1C=CC(=CC1)[P](C=2C=CC=CC2)(C=3C=CC=CC3)[Pd]([P](C=4C=CC=CC4)(C=5C=CC=CC5)C=6C=CC=CC6)([P](C=7C=CC=CC7)(C=8C=CC=CC8)C=9C=CC=CC9)[P](C=1C=CC=CC1)(C=1C=CC=CC1)C=1C=CC=CC1 (tetrakis(triphenylphosphine)palladium(0)). Run in C(C)(=O)OCC (ethyl acetate), O (water). Run at temperature 90 celsius, time 2 hour. Product: COC1=C(C=C(C(=N1)N)[N+](=O)[O-])C (6-Methoxy-5-methyl-3-nitro-2-pyridineamine). Isolated yield 54.7%. RXN SMILES: I[C:2]1[CH:3]=[C:4]([N+:11]([O-:13])=[O:12])[C:5]([NH2:10])=[N:6][C:7]=1[O:8][CH3:9].[CH3:14]B1OB(C)OB(C)O1.C(=O)([O-])[O-].[Cs+].[Cs+].CN(C)C=O>C(OCC)(=O)C.O.C1C=CC([P]([Pd]([P](C2C=CC=CC=2)(C2C=CC=CC=2)C2C=CC=CC=2)([P](C2C=CC=CC=2)(C2C=CC=CC=2)C2C=CC=CC=2)[P](C2C=CC=CC=2)(C2C=CC=CC=2)C2C=CC=CC=2)(C2C=CC=CC=2)C2C=CC=CC=2)=CC=1>[CH3:9][O:8][C:7]1[N:6]=[C:5]([NH2:10])[C:4]([N+:11]([O-:13])=[O:12])=[CH:3][C:2]=1[CH3:14] |f:2.3.4,^1:44,46,65,84|. Procedure details: A mixture of 5-iodo-6-methoxy-3-nitro-2-pyridineamine (1.03 g, 3.49 mmol), trimethylboroxin (456 mg, 3.63 mmol), cesium carbonate (3.56 g, 10.9 mmol), tetrakis(triphenylphosphine)palladium(0) (412 mg, 0.357 mmol) and N,N-dimethylformamide (10 ml) was stirred at 90° C. under nitrogen atmosphere. After 2 hours and 30 minutes, trimethylboroxin (500 μl, 3.58 mmol) was added, and the reaction mixture was further stirred under the same conditions for 5 hours and 30 minutes. The reaction mixture was co...